This data is from the Open Reaction Database (ORD), a public repository of structured organic reaction records. The task is: describe an organic reaction: reactants, conditions, products, and yield Reactants: [BH4-], N#Cc1ccc(C=O)cc1, Nc1ccc(C(=O)N2CCN(c3ccccc3)CC2)cc1, [Na+], C1CCOC1. The product is N#Cc1ccc(CNc2ccc(C(=O)N3CCN(c4ccccc4)CC3)cc2)cc1. As a reaction SMILES: [BH4-:32].[C:22](#[N:23])[c:24]1[cH:25][cH:26][c:27]([CH:28]=[O:29])[cH:30][cH:31]1.[NH2:1][c:2]1[cH:3][cH:4][c:5]([C:8](=[O:9])[N:10]2[CH2:11][CH2:12][N:13]([c:16]3[cH:17][cH:18][cH:19][cH:20][cH:21]3)[CH2:14][CH2:15]2)[cH:6][cH:7]1.[Na+:33].[O:34]1[CH2:35][CH2:36][CH2:37][CH2:38]1>>[NH:1]([c:2]1[cH:3][cH:4][c:5]([C:8](=[O:9])[N:10]2[CH2:11][CH2:12][N:13]([c:16]3[cH:17][cH:18][cH:19][cH:20][cH:21]3)[CH2:14][CH2:15]2)[cH:6][cH:7]1)[CH2:28][c:27]1[cH:26][cH:25][c:24]([C:22]#[N:23])[cH:31][cH:30]1. Starting materials: 13.10, CC1=C(C=CC=C1C)NC1CN(CC1)C(=O)OCC (ethyl 3-[(2.3-dimethylphenyl)amino]-1-pyrrolidinecarboxylate), [OH-].[K+] (potassium hydroxide). Solvent: CC(C)O (2-propanol). Product: CC1=C(C=CC=C1C)NC1CNCC1 (N-(2,3-dimethylphenyl)-3-pyrrolidinamine), intermediate 68. Yield: 63.0%. Reaction SMILES: [CH3:1][C:2]1[C:7]([CH3:8])=[CH:6][CH:5]=[CH:4][C:3]=1[NH:9][CH:10]1[CH2:14][CH2:13][N:12](C(OCC)=O)[CH2:11]1.[OH-].[K+]>CC(O)C>[CH3:1][C:2]1[C:7]([CH3:8])=[CH:6][CH:5]=[CH:4][C:3]=1[NH:9][CH:10]1[CH2:14][CH2:13][NH:12][CH2:11]1 |f:1.2|. Procedure details: A mixture of 13.10 parts of ethyl 3-[(2.3-dimethylphenyl)amino]-1-pyrrolidinecarboxylate, 28 parts of potassium hydroxide and 240 parts of 2-propanol was stirred and refluxed for 6 hours. The reaction mixture was evaporated. The residue was taken up in water. The product was extracted with dichloromethane. The extract was dried, filtered and evaporated, yielding 6 parts (63%) of N-(2,3-dimethylphenyl)-3-pyrrolidinamine as a residue (intermediate 68). Starting materials: C(=C)C(=O)CC (ethyl vinyl ketone), C(CCC)[Li] (n-butyllithium), C(C)(C)NC(C)C (diisopropylamine), COC(C(C)C)=O (Methylisobutyrate). Run in O1CCCC1 (THF), CCCCCC (hexane), O1CCCC1 (tetrahydrofuran). Conditions: time 5 minute. Yields the product COC(C(C=COCC)(C)C)=O (2,2-Dimethyl-5-oxaheptenoic acid methyl ester). RXN SMILES: C([Li])C[CH2:3][CH3:4].C(N[CH:10]([CH3:12])[CH3:11])(C)C.[CH3:13][O:14][C:15](=[O:19])C(C)C.[CH:20]([C:22](CC)=[O:23])=C>CCCCCC.O1CCCC1>[CH3:13][O:14][C:15](=[O:19])[C:10]([CH3:11])([CH3:12])[CH:20]=[CH:22][O:23][CH2:3][CH3:4]. Procedure details: A solution of n-butyllithium in hexane (224 ml; 2.2 M) was added to tetrahydrofuran (THF, 300 ml) at -60° followed by diisopropylamine (52 g) and this mixture was then warmed to room temperature stirred for 5 min and then cooled to -72° C. Methylisobutyrate (50 g) was then slowly added and the mixture was stirred for 11/2 hr at -70° C. Freshly distilled ethyl vinyl ketone (42 g) in THF (60 ml) was added to the above mixture over 10 min and the mixture was then stirred for a further 1/2 hr at -60... Starting materials: C(=O)(O)C=1C=C(OC(=C(C(=S)OCC2=CC=C(C=C2)[N+](=O)[O-])N2C([C@@H]([C@H]2SCC)[C@@H](C)O)=O)C(C(C)(C)C)=O)C=CC1 (4-nitrobenzyl 3-(3-carboxyphenoxy)-2-(4(R)-ethylthio-3(S)-[1(R)-hydroxyethyl]azetidin-2-on-1-yl)-3-trimethylacetylthiopropenoate), ClCl (chlorine). Solvent: [2H]C(Cl)(Cl)Cl (deuterochloroform), C(Cl)(Cl)(Cl)Cl (carbon tetrachloride). Reaction conditions: temperature -40 celsius, time 30 minute. Yields the product C(=O)(O)C=1C=C(OC(=C(C(=S)OCC2=CC=C(C=C2)[N+](=O)[O-])N2C([C@@H]([C@@H]2Cl)[C@@H](C)O)=O)C(C(C)(C)C)=O)C=CC1 (4-Nitrobenzyl 3-(3-carboxyphenoxy)-2-(4(S)-chloro-3(S)-(1(R)-hydroxyethyl)azetidin-2-on-1-yl)-3-trimethylacetylthiopropenoate). The yield is 87.3%. Reaction SMILES: [C:1]([C:4]1[CH:5]=[C:6]([CH:40]=[CH:41][CH:42]=1)[O:7][C:8]([C:34](=[O:39])[C:35]([CH3:38])([CH3:37])[CH3:36])=[C:9]([N:23]1[C@H:26](SCC)[C@@H:25]([C@H:30]([OH:32])[CH3:31])[C:24]1=[O:33])[C:10]([O:12][CH2:13][C:14]1[CH:19]=[CH:18][C:17]([N+:20]([O-:22])=[O:21])=[CH:16][CH:15]=1)=[S:11])([OH:3])=[O:2].[Cl:43]Cl>[2H]C(Cl)(Cl)Cl.C(Cl)(Cl)(Cl)Cl>[C:1]([C:4]1[CH:5]=[C:6]([CH:40]=[CH:41][CH:42]=1)[O:7][C:8]([C:34](=[O:39])[C:35]([CH3:38])([CH3:37])[CH3:36])=[C:9]([N:23]1[C@@H:26]([Cl:43])[C@@H:25]([C@H:30]([OH:32])[CH3:31])[C:24]1=[O:33])[C:10]([O:12][CH2:13][C:14]1[CH:19]=[CH:18][C:17]([N+:20]([O-:22])=[O:21])=[CH:16][CH:15]=1)=[S:11])([OH:3])=[O:2]. Procedure: To a stirred solution of 5.5 g of 4-nitrobenzyl 3-(3-carboxyphenoxy)-2-(4(R)-ethylthio-3(S)-[1(R)-hydroxyethyl]azetidin-2-on-1-yl)-3-trimethylacetylthiopropenoate in 50 ml of dry deuterochloroform at -40° C. was added a solution of 10.6 mmol of chlorine in carbon tetrachloride. The mixture was stirred for a further 30 minutes at -40° C., and for 30 minutes at room temperature, and was evaporated in vacuo. Chromatography of the residue over silica gel, and elution with hexane-ethyl acetate-formic...